This data is from the Open Reaction Database (ORD), a public repository of structured organic reaction records. The task is: describe an organic reaction: reactants, conditions, products, and yield Starting materials: BrC=1C=2N(N=C(C1)Cl)C=CN2 (8-bromo-6-chloroimidazo[1,2-b]pyridazine), C(C)(C)(C)C1CN(CC1)C1=CC=CC(=N1)N (6-(3-tert-butylpyrrolidin-1-yl)pyridin-2-amine), C=1C=CC(=CC1)P(C=2C=CC=CC2)C3=CC=C4C=CC=CC4=C3C5=C6C=CC=CC6=CC=C5P(C=7C=CC=CC7)C=8C=CC=CC8 (BINAP), C(=O)([O-])[O-].[Cs+].[Cs+] (Cs2CO3). Reagents/catalysts: C=1C=CC(=CC1)/C=C/C(=O)/C=C/C2=CC=CC=C2.C=1C=CC(=CC1)/C=C/C(=O)/C=C/C2=CC=CC=C2.C=1C=CC(=CC1)/C=C/C(=O)/C=C/C2=CC=CC=C2.[Pd].[Pd] (Pd2(dba)3). Run in O1CCOCC1 (dioxane). Reaction conditions: time 15 hour. Yields the product C(C)(C)(C)C1CN(CC1)C1=CC=CC(=N1)NC=1C=2N(N=C(C1)Cl)C=CN2 (N-(6-(3-tert-butylpyrrolidin-1-yl)pyridin-2-yl)-6-chloroimidazo[1,2-b]pyridazin-8-amine). Isolated yield 43.7%. Reaction SMILES: Br[C:2]1[C:3]2[N:4]([CH:9]=[CH:10][N:11]=2)[N:5]=[C:6]([Cl:8])[CH:7]=1.[C:12]([CH:16]1[CH2:20][CH2:19][N:18]([C:21]2[N:26]=[C:25]([NH2:27])[CH:24]=[CH:23][CH:22]=2)[CH2:17]1)([CH3:15])([CH3:14])[CH3:13].C1C=CC(P(C2C(C3C(P(C4C=CC=CC=4)C4C=CC=CC=4)=CC=C4C=3C=CC=C4)=C3C(C=CC=C3)=CC=2)C2C=CC=CC=2)=CC=1.C([O-])([O-])=O.[Cs+].[Cs+]>C1C=CC(/C=C/C(/C=C/C2C=CC=CC=2)=O)=CC=1.C1C=CC(/C=C/C(/C=C/C2C=CC=CC=2)=O)=CC=1.C1C=CC(/C=C/C(/C=C/C2C=CC=CC=2)=O)=CC=1.[Pd].[Pd].O1CCOCC1>[C:12]([CH:16]1[CH2:20][CH2:19][N:18]([C:21]2[N:26]=[C:25]([NH:27][C:2]3[C:3]4[N:4]([CH:9]=[CH:10][N:11]=4)[N:5]=[C:6]([Cl:8])[CH:7]=3)[CH:24]=[CH:23][CH:22]=2)[CH2:17]1)([CH3:15])([CH3:13])[CH3:14] |f:3.4.5,6.7.8.9.10|. Procedure: A mixture of 8-bromo-6-chloroimidazo[1,2-b]pyridazine (573 mg, 2.47 mmol), 6-(3-tert-butylpyrrolidin-1-yl)pyridin-2-amine (540 mg, 2.47 mmol), Pd2(dba)3 (142 mg, 0.25 mmol), BINAP (307 mg, 0.50 mmol), Cs2CO3 (2.4 g, 7.41 mmol) and dioxane (20 mL) was heated to reflux with stirring for 15 h under N2. The solvent was removed in vacuo and the resulting mixture was purified by chromatography (silica gel, 200-300 mesh, dichloromethane:MeOH=50:1) to give N-(6-(3-tert-butylpyrrolidin-1-yl)pyridin-2-yl)... The reactants are C(C)N(CCNCC)CC (N,N,N'-triethylethylenediamine), C1(CCCCC1)N=C=NC1CCCCC1 (dicyclohexylcarbodiimide), C[C@H]1C[C@H]([C@@H](CC1)C(C)C)OCC(=O)O (((1R,3R,4S)-1-methyl-4-isopropylcyclohex-3-yloxy)acetic acid). Run in O1CCCC1 (tetrahydrofuran). Reaction conditions: time 24 hour. Yields the product C(C)N(CCN(C(CO[C@@H]1C[C@@H](CC[C@H]1C(C)C)C)=O)CC)CC (N-(2- diethylaminoethyl)-N-(ethyl)-((1R,3R,4S)-1-methyl-4-isopropylcyclohex-3-yloxy)acetamide). The yield is 60.4%. RXN SMILES: [CH3:1][C@@H:2]1[CH2:7][CH2:6][C@@H:5]([CH:8]([CH3:10])[CH3:9])[C@H:4]([O:11][CH2:12][C:13]([OH:15])=O)[CH2:3]1.[CH2:16]([N:18]([CH2:24][CH3:25])[CH2:19][CH2:20][NH:21][CH2:22][CH3:23])[CH3:17].C1(N=C=NC2CCCCC2)CCCCC1>O1CCCC1>[CH2:16]([N:18]([CH2:24][CH3:25])[CH2:19][CH2:20][N:21]([CH2:22][CH3:23])[C:13](=[O:15])[CH2:12][O:11][C@H:4]1[C@H:5]([CH:8]([CH3:9])[CH3:10])[CH2:6][CH2:7][C@@H:2]([CH3:1])[CH2:3]1)[CH3:17]. Reported procedure: 5.0 g of ((1R,3R,4S)-1-methyl-4-isopropylcyclohex-3-yloxy)acetic acid were dissolved in 100 ml of tetrahydrofuran. 3.4 g (=4.2 ml) of N,N,N'-triethylethylenediamine and 5.3 g of dicyclohexylcarbodiimide were added to the solution, and the reaction mixture was stirred at room temperature for 24 hours. The mixture was worked up by concentrating it under reduced pressure. The remaining residue was purified by chromatography on silica gel using dichloromethane/methanol as the eluent. 4.8 g of N-(2- ... Reactants: Cl (hydrochloric acid), N1=CC=CC=C1 (pyridine), C(C)(=O)Cl (acetyl chloride), Cl.COC(CCCCCN)=O (6-Aminohexanoic acid methyl ester hydrochloride). Run in C(Cl)(Cl)Cl (chloroform), C(Cl)Cl (methylene chloride). Conditions: time 45 minute. Product: C(C)(=O)NCCCCCC(=O)OC (methyl 6-acetylamino-hexanoate). As a reaction SMILES: Cl.[CH3:2][O:3][C:4](=[O:11])[CH2:5][CH2:6][CH2:7][CH2:8][CH2:9][NH2:10].N1C=CC=CC=1.[C:18](Cl)(=[O:20])[CH3:19].Cl>C(Cl)Cl.C(Cl)(Cl)Cl>[C:18]([NH:10][CH2:9][CH2:8][CH2:7][CH2:6][CH2:5][C:4]([O:3][CH3:2])=[O:11])(=[O:20])[CH3:19] |f:0.1|. Procedure: 6-Aminohexanoic acid methyl ester hydrochloride (5 g) is dissolved in methylene chloride (20 ml) and thereto are added pyridine (4.5 ml) and acetyl chloride (2 ml), and the mixture is stirred at room temperature for 1 hour and 45 minutes. To the reaction solution are added a 1N-hydrochloric acid and chloroform, and the mixture is separated, and the organic layer is washed with a saturated brine, dried over magnesium sulfate, and concentrated under reduced pressure to give methyl 6-acetylamino-he... The reactants are C(C)(C)(C)OC(NC(C1=CC=C(C=C1)CNC(=O)[C@@H]1CCC=2N1C(C(=CN2)NS(=O)(=O)C)=O)=N)=O ((S)-[imino-(4-{[(3-methanesulfonylamino-4-oxo-4,6,7,8-tetrahydro-pyrrolo[1,2-a]pyrimidine-6-carbonyl)-amino]-methyl)-phenyl)-methyl]-carbamic acid tert-butyl ester), C(C)(C)(C)OC(NC(=N)C1=CC=C(C=C1)CNC(=O)[C@@H]1CCC=2N1C(C(=CN2)N(CC)CC)=O)=O ((S)-[(4-{[(3-diethylamino-4-oxo-4,6,7,8-tetrahydro-pyrrolo[1,2-a]pyrimidine-6-carbonyl)-amino]-methyl}-phenyl)-imino-methyl]-carbamic acid tert-butyl ester), 1-napthylene sulfonyl chloride, C(C)(C)(C)OC(NC(C1=CC=C(C=C1)CNC(=O)[C@@H]1CCC=2N1C(C(=CN2)NS(=O)(=O)C2=CC=CC1=CC=CC=C21)=O)=N)=O ((S)-{imino-[4-({[3-(naphthalene-1-sulfonylamino)-4-oxo-4,6,7,8-tetrahydro-pyrrolo[1,2-a]pyrimidine-6-carbonyl]-amino}-methyl)-phenyl]-methyl}-carbamic acid tert-butyl ester). Yields the product C1(=CC=CC2=CC=CC=C12)S(=O)(=O)N (1-napthalene sulfonamide). The yield is 30.0%. RXN SMILES: C(OC(=O)NC(=N)C1C=CC(CNC([C@H]2N3C(=O)C(NS(C)(=O)=O)=CN=C3CC2)=O)=CC=1)(C)(C)C.C(OC(=O)NC(C1C=CC(CNC([C@H]2N3C(=O)C(N(CC)CC)=CN=C3CC2)=O)=CC=1)=N)(C)(C)C.C(OC(=O)NC(=N)C1C=CC(CNC([C@H]2N3C(=O)C([NH:98][S:99]([C:102]4[C:111]5[C:106](=[CH:107][CH:108]=[CH:109][CH:110]=5)[CH:105]=[CH:104][CH:103]=4)(=[O:101])=[O:100])=CN=C3CC2)=O)=CC=1)(C)(C)C>>[C:102]1([S:99]([NH2:98])(=[O:100])=[O:101])[C:111]2[C:106](=[CH:107][CH:108]=[CH:109][CH:110]=2)[CH:105]=[CH:104][CH:103]=1. Reported procedure: Following a procedure similar to that for the preparation of 16a, intermediate 3a (50 mg, 0.117 mmol) and 1-napthylene sulfonyl chloride (39.8 mg, 0.176 mmol) yielded 21.7 mg (30.0%) of 1-napthalene sulfonamide intermediate 30a. MS (ESI) 617.0 (M+H+). Reactants: ClC1=C(C=C(C=C1)OC1=CC=C(C=C1)CCOC=1NC=C(C(N1)=O)CC=1C=NC=NC1)C(F)(F)F (2-{[2-(4-{[4-chloro-3-(trifluoromethyl)phenyl]oxy}phenyl)ethyl]oxy}-5-(5-pyrimidinylmethyl)-4(1H)-pyrimidinone), CCN(C(C)C)C(C)C (DIPEA), CI (MeI). The solvent is ClCCl (dichloromethane). Product: CN1C=NC(C(=C1)CC=1C=NC=NC1)=O (1-methyl-5-(5-pyrimidinylmethyl)-4(1H)-pyrimidinone). The yield is 43.8%. Reaction SMILES: ClC1C=CC(OC2C=CC(CCO[C:18]3[NH:19][CH:20]=[C:21]([CH2:25][C:26]4[CH:27]=[N:28][CH:29]=[N:30][CH:31]=4)[C:22](=[O:24])[N:23]=3)=CC=2)=CC=1C(F)(F)F.[CH3:36]CN(C(C)C)C(C)C.CI>ClCCl>[CH3:36][N:19]1[CH:20]=[C:21]([CH2:25][C:26]2[CH:31]=[N:30][CH:29]=[N:28][CH:27]=2)[C:22](=[O:24])[N:23]=[CH:18]1. Procedure details: To a solution of 2-{[2-(4-{[4-chloro-3-(trifluoromethyl)phenyl]oxy}phenyl)ethyl]oxy}-5-(5-pyrimidinylmethyl)-4(1H)-pyrimidinone (45 mg, 0.089 mmol) in dichloromethane (DCM) (2 mL) was added DIPEA (0.031 mL, 0.179 mmol) and MeI (8.39 μL, 0.134 mmol). The mixture was purified by reverse phase biotage affording 2-{[2-(4-{[4-chloro-3-(trifluoromethyl)phenyl]oxy})phenyl)ethyl]oxy}-1-methyl-5-(5-pyrimidinylmethyl)-4(1H)-pyrimidinone (20 mg, 0.039 mmol, 43.2% yield) LCMS: rt=3.37 min, [M+H+]=517 The reagents and catalysts are C1=CC=C(C=C1)P([C-]2C=CC=C2)C3=CC=CC=C3.C1=CC=C(C=C1)P([C-]2C=CC=C2)C3=CC=CC=C3.Cl[Pd]Cl.[Fe+2] (PdCl2(dppf)). Reaction conditions: temperature 120 celsius, time 24 hour. Procedure: A solution of Example 129D (0.1112 g, 0.303 mmol) in 4:1 THF/H2O in a Parr bomb was treated with triethylamine (92 μL) and PdCl2(dppf) (24.8 mg). The bomb was charged to 700 psi with CO, stirred for 24 hours at 120° C., and concentrated. The concentrate was purified by C18 reverse-phase HPLC using acetonitrile/water/0.1% TFA to provide the desired product. MS (ESI(+)) m/e 332 (M+H)+, 349 (M+NH4)+, 354 (M+Na)+; MS (ESI(−)) m/e 330 (M−H)−; 1H NMR (300 MHz, DMSO-d6) δ 7.72 (m, 1H), 7.52 (m, 4H), 7.... Product: O=C1CCC=2C=CC(=C(C12)C(=O)O)NS(=O)(=O)C1=CC=CC=C1 (3-oxo-5-[(phenylsulfonyl)amino]-4-indanecarboxylic acid). RXN SMILES: Br[C:2]1[C:10]([NH:11][S:12]([C:15]2[CH:20]=[CH:19][CH:18]=[CH:17][CH:16]=2)(=[O:14])=[O:13])=[CH:9][CH:8]=[C:7]2[C:3]=1[C:4](=[O:21])[CH2:5][CH2:6]2.C1[CH2:26][O:25]CC1.[OH2:27]>C1C=CC(P(C2C=CC=CC=2)[C-]2C=CC=C2)=CC=1.C1C=CC(P(C2C=CC=CC=2)[C-]2C=CC=C2)=CC=1.Cl[Pd]Cl.[Fe+2].C(N(CC)CC)C>[O:21]=[C:4]1[C:3]2[C:2]([C:26]([OH:25])=[O:27])=[C:10]([NH:11][S:12]([C:15]3[CH:20]=[CH:19][CH:18]=[CH:17][CH:16]=3)(=[O:14])=[O:13])[CH:9]=[CH:8][C:7]=2[CH2:6][CH2:5]1 |f:1.2,3.4.5.6|. Reactants: BrC1=C2C(CCC2=CC=C1NS(=O)(=O)C1=CC=CC=C1)=O (N-(4-bromo-3-oxo-2,3-dihydro-1H-inden-5-yl)benzenesulfonamide), C1CCOC1.O (THF H2O). The solvent is C(C)N(CC)CC (triethylamine). Starting materials: Cl.P(=O)(O)(O)C=1C(=NC=CC1)C(=O)O (3-phosphonopyridine-2-carboxylic acid hydrochloride). Reagents/catalysts: O=[Pt]=O (Adams catalyst). The solvent is C(C)(=O)O (acetic acid). Yields the product P(=O)(O)(O)C1C(NCCC1)C(=O)O (3-phosphonopiperidine-2-carboxylic acid). As a reaction SMILES: Cl.[P:2]([C:6]1[C:7]([C:12]([OH:14])=[O:13])=[N:8][CH:9]=[CH:10][CH:11]=1)([OH:5])([OH:4])=[O:3]>O=[Pt]=O.C(O)(=O)C>[P:2]([CH:6]1[CH2:11][CH2:10][CH2:9][NH:8][CH:7]1[C:12]([OH:14])=[O:13])([OH:4])([OH:5])=[O:3] |f:0.1|. Procedure: A mixture of 348 mg of 3-phosphonopyridine-2-carboxylic acid hydrochloride and 100 mg of Adams catalyst in dilute aqueous acetic acid is hydrogenated at 3 atmospheres pressure and room temperature to yield 3-phosphonopiperidine-2-carboxylic acid, mp 150° dec. The reactants are CN1CCOc2c(ccc(Oc3cc(OC4CCOC4)cc(C(=O)O)c3)c2Cl)C1=O, ClCCl, CC(C)(C)OC(=O)n1ccc(N)n1, c1ccncc1. The product is CN1CCOc2c(ccc(Oc3cc(OC4CCOC4)cc(C(=O)Nc4ccn(C(=O)OC(C)(C)C)n4)c3)c2Cl)C1=O. Reaction SMILES: [Cl:1][c:2]1[c:3]([O:15][c:16]2[cH:17][c:18]([C:19](=[O:20])[OH:21])[cH:22][c:23]([O:25][CH:26]3[CH2:27][O:28][CH2:29][CH2:30]3)[cH:24]2)[cH:4][cH:5][c:6]2[c:12]1[O:11][CH2:10][CH2:9][N:8]([CH3:13])[C:7]2=[O:14].[Cl:50][CH2:51][Cl:52].[NH2:37][c:38]1[n:39][n:40]([C:43](=[O:44])[O:45][C:46]([CH3:47])([CH3:48])[CH3:49])[cH:41][cH:42]1.[cH:31]1[cH:32][cH:33][n:34][cH:35][cH:36]1>>[Cl:1][c:2]1[c:3]([O:15][c:16]2[cH:17][c:18]([C:19](=[O:20])[NH:37][c:38]3[n:39][n:40]([C:43](=[O:44])[O:45][C:46]([CH3:47])([CH3:48])[CH3:49])[cH:41][cH:42]3)[cH:22][c:23]([O:25][CH:26]3[CH2:27][O:28][CH2:29][CH2:30]3)[cH:24]2)[cH:4][cH:5][c:6]2[c:12]1[O:11][CH2:10][CH2:9][N:8]([CH3:13])[C:7]2=[O:14]. Reactants: NC=1C=CC=C2C=CC(=CC12)O (8-amino-2-naphthol), C(C)(=O)OC(C)=O.C(=O)O (acetic anhydride formic acid). The product is C(=O)NC=1C=CC=C2C=CC(=CC12)O (8-formamido-2-naphthol). As a reaction SMILES: [NH2:1][C:2]1[CH:3]=[CH:4][CH:5]=[C:6]2[C:11]=1[CH:10]=[C:9]([OH:12])[CH:8]=[CH:7]2.[C:13](OC(=O)C)(=[O:15])C.C(O)=O>>[CH:13]([NH:1][C:2]1[CH:3]=[CH:4][CH:5]=[C:6]2[C:11]=1[CH:10]=[C:9]([OH:12])[CH:8]=[CH:7]2)=[O:15] |f:1.2|. Procedure: Ten grams of 8-amino-2-naphthol were added to a mixture of acetic anhydride/formic acid (40 mL:20 mL). The mixture was warmed at 50° C. for one hour and then quenched on ice. After stirring for some time, the product solidified and was filtered off. Recrystallization from ethanol gave 6 g of 8-formamido-2-naphthol melting at 203°-205° C. Conditions: temperature 50 celsius.